Dataset: the Open Reaction Database (ORD), a public repository of structured organic reaction records. Task: describe an organic reaction: reactants, conditions, products, and yield The reactants are C[C@H]1N(CCN(C1)CC1=C(C=C(C=C1)N1CCOCC1)C(F)(F)F)C(=O)OC(C)(C)C (tert-butyl (2R)-2-methyl-4-[[4-(morpholin-4-yl)-2-(trifluoromethyl)phenyl]methyl]piperazine-1-carboxylate), FC(C(=O)O)(F)F (Trifluoroacetic acid). Solvent: ClCCl (dichloromethane). Reaction conditions: time 8 hour. Yields the product C[C@@H]1CN(CCN1)CC1=C(C=C(C=C1)N1CCOCC1)C(F)(F)F (4-(4-[[(3R)-3-methylpiperazin-1-yl]methyl]-3-(trifluoromethyl)phenyl)morpholine). The yield is 76.0%. RXN SMILES: [CH3:1][C@@H:2]1[CH2:7][N:6]([CH2:8][C:9]2[CH:14]=[CH:13][C:12]([N:15]3[CH2:20][CH2:19][O:18][CH2:17][CH2:16]3)=[CH:11][C:10]=2[C:21]([F:24])([F:23])[F:22])[CH2:5][CH2:4][N:3]1C(OC(C)(C)C)=O.FC(F)(F)C(O)=O>ClCCl>[CH3:1][C@H:2]1[NH:3][CH2:4][CH2:5][N:6]([CH2:8][C:9]2[CH:14]=[CH:13][C:12]([N:15]3[CH2:20][CH2:19][O:18][CH2:17][CH2:16]3)=[CH:11][C:10]=2[C:21]([F:24])([F:22])[F:23])[CH2:7]1. Procedure: A 100 mL round-bottom flask was charged with tert-butyl (2R)-2-methyl-4-[[4-(morpholin-4-yl)-2-(trifluoromethyl)phenyl]methyl]piperazine-1-carboxylate (1.70 g, 3.83 mmol, 1.00 equiv), dichloromethane (15 mL). Trifluoroacetic acid (3.80 g, 33.3 mmol, 8.70 equiv) was added at 0° C. The resulting solution was stirred overnight at room temperature and concentrated under reduced pressure to yield 1.00 g (crude) of 4-(4-[[(3R)-3-methylpiperazin-1-yl]methyl]-3-(trifluoromethyl)phenyl)morpholine as yell... Reactants: ClC=1N=NC(=CC1)C1=CC=C(C=C1)CCC (3-Chloro-6-(4'-propylphenyl)-pyridazine), [Mg] (magnesium), Grignard reagent, BrC1=CC=C(C=C1)OC (p-bromoanisole). The reagents and catalysts are Cl[Ni]Cl (NiCl2). Run in O1CCCC1 (tetrahydrofuran), O1CCCC1 (THF). Reaction conditions: temperature -10 celsius, time 15 minute. Product: COC1=CC=C(C=C1)C=1N=NC(=CC1)C1=CC=C(C=C1)CCC (3-(4'-methoxyphenyl)-6-(4'-propylphenyl)-pyridazine). As a reaction SMILES: Cl[C:2]1[N:3]=[N:4][C:5]([C:8]2[CH:13]=[CH:12][C:11]([CH2:14][CH2:15][CH3:16])=[CH:10][CH:9]=2)=[CH:6][CH:7]=1.Br[C:18]1[CH:23]=[CH:22][C:21]([O:24][CH3:25])=[CH:20][CH:19]=1.[Mg]>O1CCCC1.Cl[Ni]Cl>[CH3:25][O:24][C:21]1[CH:22]=[CH:23][C:18]([C:2]2[N:3]=[N:4][C:5]([C:8]3[CH:13]=[CH:12][C:11]([CH2:14][CH2:15][CH3:16])=[CH:10][CH:9]=3)=[CH:6][CH:7]=2)=[CH:19][CH:20]=1. Procedure: 3-Chloro-6-(4'-propylphenyl)-pyridazine prepared according to a method disclosed in a known literature (m.p.: 127.6°-129.6° C.) (60.0 g) was dissolved in tetrahydrofuran (THF) (700 ml), followed by adding NiCl2 (dppp) (2.5 g) as a catalyst, agitating the mixture at -10° C. for 15 minutes, dropwise adding therto a Grignard reagent obtained by reacting p-bromoanisole (96.5 g) with magnesium in THF, agitating the mixture in an ice bath for one hour, removing the ice bath, agitating it at room tempe...